describe an organic reaction: reactants, conditions, products, and yield From a dataset of the Open Reaction Database (ORD), a public repository of structured organic reaction records. Reactants: C12(CC(C3=CC=CC=C13)=O)CCCC2 (spiro(cyclopentane-1,1'-indane)-3'-one), C1=CC=CC=C1 (benzene), COCCCBr (γ-methoxypropyl bromide), [Mg] (magnesium). The solvent is O1CCCC1 (tetrahydrofuran). Product: COCCCC1(CC2(C3=CC=CC=C13)CCCC2)O (3'-γ-methoxypropyl-spiro(cyclopentane-1,1'-indan)-3'-ol), oil. RXN SMILES: [CH3:1][O:2][CH2:3][CH2:4][CH2:5]Br.[Mg].[C:8]12([CH2:21][CH2:20][CH2:19][CH2:18]1)[C:16]1[C:11](=[CH:12][CH:13]=[CH:14][CH:15]=1)[C:10](=[O:17])[CH2:9]2.C1C=CC=CC=1>O1CCCC1>[CH3:1][O:2][CH2:3][CH2:4][CH2:5][C:10]1([OH:17])[C:11]2[C:16](=[CH:15][CH:14]=[CH:13][CH:12]=2)[C:8]2([CH2:21][CH2:20][CH2:19][CH2:18]2)[CH2:9]1. Procedure: The Grignard reagent is prepared from γ-methoxypropyl bromide (30.6 g; 0.2 moles) and magnesium flakes (4.8 g; 0.2 gram-atoms) in tetrahydrofuran and reacted with spiro(cyclopentane-1,1'-indane)-3'-one (18.6 g, 0.1 moles) in a manner analogous to example 1. The reaction product is shaken out with benzene, the combined benzene solutions are dried with anhydrous magnesium sulphate and the solvent is distilled off in vacuum. 3'-γ-methoxypropyl-spiro(cyclopentane-1,1'-indan)-3'-ol is obtained as a y...